From a dataset of the Open Reaction Database (ORD), a public repository of structured organic reaction records. describe an organic reaction: reactants, conditions, products, and yield Reactants: BrC1=CC=C(C(=O)Cl)C=C1 (4-bromobenzoyl chloride), O (Water), N1CCOCC1 (morpholine), CCN(C(C)C)C(C)C (DIPEA). Solvent: C1CCOC1 (THF), C1CCOC1 (THF). Run at temperature 0 celsius, time 3 hour. Product: BrC1=CC=C(C(=O)N2CCOCC2)C=C1 (4-(4-bromobenzoyl)morpholine). Reaction SMILES: [Br:1][C:2]1[CH:10]=[CH:9][C:5]([C:6](Cl)=[O:7])=[CH:4][CH:3]=1.[NH:11]1[CH2:16][CH2:15][O:14][CH2:13][CH2:12]1.CCN(C(C)C)C(C)C.O>C1COCC1>[Br:1][C:2]1[CH:10]=[CH:9][C:5]([C:6]([N:11]2[CH2:16][CH2:15][O:14][CH2:13][CH2:12]2)=[O:7])=[CH:4][CH:3]=1. Procedure: 4-bromobenzoyl chloride (5 g, 22.78 mmol) was taken up in THF (75 mL) and cooled to 0° C. A solution of morpholine (2.084 mL, 23.92 mmol) and DIPEA (4.38 mL, 25.06 mmol) in THF (25 mL) was added dropwise and the resulting mixture stirred at 0° C. for 3 hours. Water as added and the products extracted into EtOAc (×2). The combined organic extracts were washed with brine, dried over MgSO4 and concentrated in vacuo to give 4-(4-bromobenzoyl)morpholine as a pale yellow gum. Reactants: O[C@H]1C[C@](N(C1)C(=O)OC(C)(C)C)(C(NC=1SC=CN1)=O)C ((2S,4S)-tert-butyl 4-hydroxy-2-methyl-2-(thiazol-2-ylcarbamoyl)pyrrolidine-1-carboxylate), C(=O)(C(F)(F)F)O (TFA). RXN SMILES: [OH:1][C@@H:2]1[CH2:6][N:5](C(OC(C)(C)C)=O)[C@:4]([CH3:22])([C:14](=[O:21])[NH:15][C:16]2[S:17][CH:18]=[CH:19][N:20]=2)[CH2:3]1.C(O)(C(F)(F)F)=O>C(Cl)Cl>[OH:1][C@@H:2]1[CH2:6][NH:5][C@:4]([CH3:22])([C:14]([NH:15][C:16]2[S:17][CH:18]=[CH:19][N:20]=2)=[O:21])[CH2:3]1. Run at time 14 hour. The product is O[C@H]1C[C@](NC1)(C(=O)NC=1SC=CN1)C ((2S,4S)-4-Hydroxy-2-methyl-N-(thiazol-2-yl)pyrrolidine-2-carboxamide). The solvent is C(Cl)Cl (CH2Cl2). Reported procedure: To a solution of (2S,4S)-tert-butyl 4-hydroxy-2-methyl-2-(thiazol-2-ylcarbamoyl)pyrrolidine-1-carboxylate (0.49 g, 1.5 mmol) in CH2Cl2 was added TFA (1 ml, excess). The reaction mixture was stirred at RT for 14 h and concentrated. The residue was used for the next step without purification. LC/MS [M+H]+: 228; Ret time (Method F): 0.46 min. Reactants: C(CCCCCCCCCCCCC)OC1=CC=C(C=C1)CC(=O)Cl (p-tetradecyloxy phenylacetyl chloride), N1=CC=CC=C1 (pyridine), CC=1N(C=CN1)C1=CC=C(C=C1)N (4-(2-methyl-1H-imidazol-1-yl)benzenamine). The solvent is O1CCCC1 (tetrahydrofuran), O1CCCC1 (tetrahydrofuran). Run at time 1 hour. Yields the product CC=1N(C=CN1)C1=CC=C(C=C1)NC(CC1=CC=C(C=C1)OCCCCCCCCCCCCCC)=O (N-[4-(2-Methyl-1H-imidazol-1-yl)phenyl]-4-(tetradecyloxy)benzeneacetamide). Yield: 58.3%. RXN SMILES: [CH2:1]([O:15][C:16]1[CH:21]=[CH:20][C:19]([CH2:22][C:23](Cl)=[O:24])=[CH:18][CH:17]=1)[CH2:2][CH2:3][CH2:4][CH2:5][CH2:6][CH2:7][CH2:8][CH2:9][CH2:10][CH2:11][CH2:12][CH2:13][CH3:14].N1C=CC=CC=1.[CH3:32][C:33]1[N:34]([C:38]2[CH:43]=[CH:42][C:41]([NH2:44])=[CH:40][CH:39]=2)[CH:35]=[CH:36][N:37]=1>O1CCCC1>[CH3:32][C:33]1[N:34]([C:38]2[CH:43]=[CH:42][C:41]([NH:44][C:23](=[O:24])[CH2:22][C:19]3[CH:20]=[CH:21][C:16]([O:15][CH2:1][CH2:2][CH2:3][CH2:4][CH2:5][CH2:6][CH2:7][CH2:8][CH2:9][CH2:10][CH2:11][CH2:12][CH2:13][CH3:14])=[CH:17][CH:18]=3)=[CH:40][CH:39]=2)[CH:35]=[CH:36][N:37]=1. Procedure details: To a solution of 5.0 g of p-tetradecyloxy phenylacetyl chloride in 50 ml of tetrahydrofuran is added to a solution of 4.31 g of pyridine and 2.36 g of 4-(2-methyl-1H-imidazol-1-yl)benzenamine in 50 ml of tetrahydrofuran over 5 minutes. The mixture is stirred at ambient temperature for 1 hour, heated to reflux and allowed to stir at room temperature for 2 hours. The solvent is evaporated to a residue which is partitioned between chloroform and dilute sodium bicarbonate. The organic layer is separ...